This data is from the Open Reaction Database (ORD), a public repository of structured organic reaction records. The task is: describe an organic reaction: reactants, conditions, products, and yield The reactants are NC1=CC(=C(C(=O)NCCN(C)C)C=C1Cl)O (4-Amino-5-chloro-N-[2-(dimethylamino)ethyl]-2-hydroxybenzamide), C([O-])([O-])=O.[K+].[K+] (potassium carbonate), [I-].[Na+] (sodium iodide), BrC(C(C)=O)C (3-bromo-2-butanone). Solvent: CN(C)C=O (DMF). Product: NC1=CC(=C(C(=O)NCCN(C)C)C=C1Cl)OC(C(C)=O)C (4-Amino-2-(2-butanon-3-yl)oxy-5-chloro-N-[2-(dimethylamino)ethyl]benzamide). Isolated yield 76.6%. As a reaction SMILES: [NH2:1][C:2]1[C:15]([Cl:16])=[CH:14][C:5]([C:6]([NH:8][CH2:9][CH2:10][N:11]([CH3:13])[CH3:12])=[O:7])=[C:4]([OH:17])[CH:3]=1.C(=O)([O-])[O-].[K+].[K+].[I-].[Na+].Br[CH:27]([CH3:31])[C:28](=[O:30])[CH3:29]>CN(C=O)C>[NH2:1][C:2]1[C:15]([Cl:16])=[CH:14][C:5]([C:6]([NH:8][CH2:9][CH2:10][N:11]([CH3:13])[CH3:12])=[O:7])=[C:4]([O:17][CH:27]([CH3:31])[C:28](=[O:30])[CH3:29])[CH:3]=1 |f:1.2.3,4.5|. Procedure: A solution of 4-amino-5-chloro-N-[2-(dimethylamino)ethyl]-2-hydroxybenzamide (1.90 g, 7.37 mmole) (prepared in Example 17), potassium carbonate (3.06 g, 2.21 mmoles), sodium iodide (1.11 g, 7.37 mmoles) and 91% 3-bromo-2-butanone (1.81 g, 12 mmoles) in DMF (30 ml) was stirred for 1.5 hours. The solvent was removed in vacuo and the residue partitioned between water and methylene chloride. The aqueous phase was extracted two more times with methylene chloride. The combined extracts were dried and ... Starting materials: solution, CSSC (dimethyl disulfide), S(=S)(=O)([O-])[O-].[Na+].[Na+] (sodium thiosulfate), C1(=CC=C(C=C1)S(=O)[O-])C.[Na+] (sodium p-toluenesulfinate), II (iodine), II (iodine). Solvent: C(Cl)Cl (methylene chloride), C(Cl)Cl (methylene chloride). Run at time 1 hour. The product is C1(=CC=C(C=C1)S(=O)(SC)=O)C (S-Methyl p-toluenethiosulfonate). The yield is 229.3%. RXN SMILES: [CH3:1][S:2]SC.[C:5]1([CH3:14])[CH:10]=[CH:9][C:8]([S:11]([O-:13])=[O:12])=[CH:7][CH:6]=1.[Na+].II.S([O-])([O-])(=O)=S.[Na+].[Na+]>C(Cl)Cl>[C:5]1([CH3:14])[CH:10]=[CH:9][C:8]([S:11](=[O:13])([S:2][CH3:1])=[O:12])=[CH:7][CH:6]=1 |f:1.2,4.5.6|. Reported procedure: In accordance with the method described in the literature (Synthesis 2002, 343), into a solution (12 mL) of 400 mg (4.25 mmoL) of dimethyl disulfide in methylene chloride were added 2.42 g (13.6 mmoL) of sodium p-toluenesulfinate and 2.16 g (8.50 mmoL) of iodine, followed by stirring at room temperature for 1 hour. The reaction solution was diluted with methylene chloride (12 mL), and a 1 M aqueous sodium thiosulfate solution was added thereto until the iodine color disappeared. The organic laye...